describe an organic reaction: reactants, conditions, products, and yield From a dataset of the Open Reaction Database (ORD), a public repository of structured organic reaction records. Starting materials: [N+](=O)([O-])C1=CC=C(CN2CCCCC2)C=C1 (1-(4-nitrobenzyl)piperidine), [H][H] (hydrogen). The reagents and catalysts are [Ni] (Raney Nickel). Run in C1CCOC1 (THF). The product is N1(CCCCC1)CC1=CC=C(C=C1)N (4-(piperidin-1-ylmethyl)benzenamine). As a reaction SMILES: [N+:1]([C:4]1[CH:16]=[CH:15][C:7]([CH2:8][N:9]2[CH2:14][CH2:13][CH2:12][CH2:11][CH2:10]2)=[CH:6][CH:5]=1)([O-])=O.[H][H]>C1COCC1.[Ni]>[N:9]1([CH2:8][C:7]2[CH:6]=[CH:5][C:4]([NH2:1])=[CH:16][CH:15]=2)[CH2:14][CH2:13][CH2:12][CH2:11][CH2:10]1. Procedure details: To a solution of 0.22 g (1.0 mmol, 1.0 eq.) of 1-(4-nitrobenzyl)piperidine (I-27) in 20 mL of THF was added ˜30 mg of Raney Nickel. The reaction mixture was stirred under at room temperature under 1 atm. of hydrogen for 12 h. The reaction mixture was through Celite® and the solvent removed in vacuo to provide 4-(piperidin-1-ylmethyl)benzenamine (I-28).